The task is: describe an organic reaction: reactants, conditions, products, and yield. This data is from the Open Reaction Database (ORD), a public repository of structured organic reaction records. Starting materials: C(C)(C)(C)OC(=O)N[C@H](C(=O)NCCCC#CC=1C=C(OC2CCN(CC2)C(=O)OC(C)(C)C)C=CC1)CC#C ((S)-tert-butyl 4-(3-(5-(2-(tert-butoxycarbonylamino)pent-4-ynamido)pent-1-ynyl)phenoxy)piperidine-1-carboxylate), C(=O)(C(F)(F)F)O (TFA). The solvent is ClCCl (dichloromethane). Conditions: time 1 hour. Product: N[C@H](C(=O)NCCCC#CC1=CC(=CC=C1)OC1CCNCC1)CC#C ((S)-2-amino-N-(5-(3-(piperidin-4-yloxy)phenyl)pent-4-ynyl)pent-4-ynamide), C(=O)(C(F)(F)F)O (TFA). As a reaction SMILES: C(OC([NH:8][C@@H:9]([CH2:38][C:39]#[CH:40])[C:10]([NH:12][CH2:13][CH2:14][CH2:15][C:16]#[C:17][C:18]1[CH:19]=[C:20]([CH:35]=[CH:36][CH:37]=1)[O:21][CH:22]1[CH2:27][CH2:26][N:25](C(OC(C)(C)C)=O)[CH2:24][CH2:23]1)=[O:11])=O)(C)(C)C.[C:41]([OH:47])([C:43]([F:46])([F:45])[F:44])=[O:42]>ClCCl>[NH2:8][C@@H:9]([CH2:38][C:39]#[CH:40])[C:10]([NH:12][CH2:13][CH2:14][CH2:15][C:16]#[C:17][C:18]1[CH:37]=[CH:36][CH:35]=[C:20]([O:21][CH:22]2[CH2:27][CH2:26][NH:25][CH2:24][CH2:23]2)[CH:19]=1)=[O:11].[C:41]([OH:47])([C:43]([F:46])([F:45])[F:44])=[O:42]. Reported procedure: To a stirring solution of (S)-tert-butyl 4-(3-(5-(2-(tert-butoxycarbonylamino)pent-4-ynamido)pent-1-ynyl)phenoxy)piperidine-1-carboxylate (0.26 g, 0.47 mmol) in dichloromethane (4.0 ml), TFA (1.0 ml) was added. The resulting solution was stirred at room temperature for 1 hr, then concentrated. The resulting residue was purified over Gilson HPLC to yield the title compound as its corresponding TFA salt, as a white solid. MH+ 354.31 Reaction SMILES: [Cl:1][C:2]1[N:3]=[C:4]2[NH:12][C@H:11]([C:13]([F:16])([F:15])[F:14])[CH2:10][CH2:9][N:5]2[C:6](=[O:8])[CH:7]=1.[H-].[Na+].Br.Br[CH2:21][C:22]([C:24]1[CH:25]=[N:26][C:27]([CH3:30])=[CH:28][CH:29]=1)=[O:23]>CN(C=O)C>[Cl:1][C:2]1[N:3]=[C:4]2[N:12]([CH2:21][C:22]([C:24]3[CH:25]=[N:26][C:27]([CH3:30])=[CH:28][CH:29]=3)=[O:23])[C@H:11]([C:13]([F:14])([F:15])[F:16])[CH2:10][CH2:9][N:5]2[C:6](=[O:8])[CH:7]=1 |f:1.2,3.4|. The solvent is CN(C)C=O (DMF), CN(C)C=O (DMF). The product is ClC=1N=C2N(C(C1)=O)CC[C@H](N2CC(=O)C=2C=NC(=CC2)C)C(F)(F)F ((8S)-2-chloro-9-[2-(6-methylpyrid-3-yl)-2-oxoethyl]-8-trifluoromethyl-6,7,8,9-tetrahydropyrimido[1,2-a]pyrimidin-4-one). Reactants: ClC=1N=C2N(C(C1)=O)CC[C@H](N2)C(F)(F)F ((8S)-2-chloro-8-trifluoromethyl-6,7,8,9-tetrahydropyrimido[1,2-a]pyrimidin-4-one), [H-].[Na+] (sodium hydride), Br.BrCC(=O)C=1C=NC(=CC1)C (2-bromo-1-(6-methylpyrid-3-yl)ethanone hydrobromide). Reported procedure: 1 g (3.94 mmol) of (8S)-2-chloro-8-trifluoromethyl-6,7,8,9-tetrahydropyrimido[1,2-a]pyrimidin-4-one is added to a suspension of 394.27 mg (9.86 mmol) of sodium hydride in 40 mL of DMF. The reaction mixture is placed under magnetic stirring at room temperature for 15 minutes. A solution of 1.16 g (3.94 mmol) of 2-bromo-1-(6-methylpyrid-3-yl)ethanone hydrobromide in 10 mL of DMF is added dropwise to the reaction medium at 0° C. The reaction is stirred at room temperature overnight. The reaction me... Reaction conditions: time 15 minute. Solvent: O (water). Reaction SMILES: [Br:1][C:2]1[C:3]([NH:16][S:17]([C:20]2[CH:25]=[CH:24][CH:23]=[CH:22][C:21]=2[F:26])(=[O:19])=[O:18])=[C:4]([C:9]([O:14][CH3:15])=[C:10]([CH2:12][CH3:13])[CH:11]=1)[C:5]([O:7]C)=[O:6].[OH-].[Li+].O1CCOCC1.C(#N)C>O>[Br:1][C:2]1[C:3]([NH:16][S:17]([C:20]2[CH:25]=[CH:24][CH:23]=[CH:22][C:21]=2[F:26])(=[O:18])=[O:19])=[C:4]([C:9]([O:14][CH3:15])=[C:10]([CH2:12][CH3:13])[CH:11]=1)[C:5]([OH:7])=[O:6] |f:1.2|. Starting materials: C(C)#N (acetonitrile), BrC=1C(=C(C(=O)OC)C(=C(C1)CC)OC)NS(=O)(=O)C1=C(C=CC=C1)F (methyl 3-bromo-5-ethyl-2-{[(2-fluorophenyl)sulfonyl]amino}-6-methoxybenzoate), [OH-].[Li+] (lithium hydroxide), O1CCOCC1 (dioxane). Product: BrC=1C(=C(C(=O)O)C(=C(C1)CC)OC)NS(=O)(=O)C1=C(C=CC=C1)F (3-bromo-5-ethyl-2-{[(2-fluorophenyl)sulfonyl]amino}-6-methoxybenzoic acid). Reported procedure: A mixture of Example 470F (75 mg, 0.2 mmol), lithium hydroxide (70 mg, 2.0 mmol), dioxane (1.5 mL), and water (0.75 mL) was sealed in a vial and microwaved at 160° C. for 15 minutes. Purification by preparative HPLC on a Waters Symmetry C8 column (25 mm×100 mm, 7 μm particle size) using a gradient of 10% to 100% acetonitrile/10 mmol aqueous ammonium acetate over 8 minutes (10 minute run time) at a flow rate of 40 mL/min provided the desired compound. MS (ESI(+)) m/e 432, 434 (M+H)+; (ESI(−)) m/e...